This data is from the Open Reaction Database (ORD), a public repository of structured organic reaction records. The task is: describe an organic reaction: reactants, conditions, products, and yield Reactants: C1CCOC1, C#CCNc1cc(C(=O)OC)cc(S(=O)(=O)C(C)C)n1, [Li+], [OH-]. The product is C#CCNc1cc(C(=O)O)cc(S(=O)(=O)C(C)C)n1. As a reaction SMILES: [CH2:23]1[O:24][CH2:25][CH2:26][CH2:27]1.[CH3:3][O:4][C:5]([c:6]1[cH:7][c:8]([S:16](=[O:17])(=[O:18])[CH:19]([CH3:20])[CH3:21])[n:9][c:10]([NH:12][CH2:13][C:14]#[CH:15])[cH:11]1)=[O:22].[Li+:1].[OH-:2]>>[O:4]=[C:5]([c:6]1[cH:7][c:8]([S:16](=[O:17])(=[O:18])[CH:19]([CH3:20])[CH3:21])[n:9][c:10]([NH:12][CH2:13][C:14]#[CH:15])[cH:11]1)[OH:22]. The reactants are CO, Fc1cc(C(F)(F)F)ccc1C=Cc1nc(CCl)co1, [I-], [K+], Oc1ccc(CCCCn2ccnn2)cc1. The product is Fc1cc(C(F)(F)F)ccc1C=Cc1nc(COc2ccc(CCCCn3ccnn3)cc2)co1. Reaction SMILES: [CH3:39][OH:40].[Cl:1][CH2:2][c:3]1[n:4][c:5]([CH:8]=[CH:9][c:10]2[c:11]([F:20])[cH:12][c:13]([C:16]([F:17])([F:18])[F:19])[cH:14][cH:15]2)[o:6][cH:7]1.[I-:38].[K+:37].[n:21]1([CH2:26][CH2:27][CH2:28][CH2:29][c:30]2[cH:31][cH:32][c:33]([OH:36])[cH:34][cH:35]2)[n:22][n:23][cH:24][cH:25]1>>[CH2:2]([c:3]1[n:4][c:5]([CH:8]=[CH:9][c:10]2[c:11]([F:20])[cH:12][c:13]([C:16]([F:17])([F:18])[F:19])[cH:14][cH:15]2)[o:6][cH:7]1)[O:36][c:33]1[cH:32][cH:31][c:30]([CH2:29][CH2:28][CH2:27][CH2:26][n:21]2[n:22][n:23][cH:24][cH:25]2)[cH:35][cH:34]1.